From a dataset of the Open Reaction Database (ORD), a public repository of structured organic reaction records. describe an organic reaction: reactants, conditions, products, and yield Solvent: CO (methanol). The product is Cl.Cl.NCC1=NC=C(C2=CC=CC=C12)O (1-(Aminomethyl)isoquinolin-4-ol dihydrochloride). Reported procedure: A mixture of the product from step 2 (2 g) and 10% Pd on carbon (800 mg) in 50 ml of methanol containing 4 ml of conc. HCl is hydrogenated with a balloon of hydrogen for about half an hour. The mixture is filtered through CELITE and concentrated under vacuum to a solid. Recrystallization from EtOAc and methanol yields the title compound (1.3 g) as a white solid, m.p. 214-216° C (dec). Reagents/catalysts: [Pd] (Pd on carbon). Reactants: C1(=CC=CC=C1)COC1=CN=C(C2=CC=CC=C12)C#N (4-(Phenylmethoxy)isoquinolinecarbonitile), Cl (HCl), [H][H] (hydrogen). As a reaction SMILES: C1(C[O:8][C:9]2[C:18]3[C:13](=[CH:14][CH:15]=[CH:16][CH:17]=3)[C:12]([C:19]#[N:20])=[N:11][CH:10]=2)C=CC=CC=1.[ClH:21].[H][H]>CO.[Pd]>[ClH:21].[ClH:21].[NH2:20][CH2:19][C:12]1[C:13]2[C:18](=[CH:17][CH:16]=[CH:15][CH:14]=2)[C:9]([OH:8])=[CH:10][N:11]=1 |f:5.6.7|. Starting materials: C(=O)(OC(C)(C)C)NC1=CC=C(C=C1)N (N-Boc-1,4-phenylene diamine), C(C)(C)N(C(C)C)CC (N,N-diisopropylethylamine), BrCC(=O)OCC (ethyl bromoacetate). Solvent: C(Cl)Cl (CH2Cl2), CCOC(=O)C (EtOAc). Run at time 8 hour. The product is C(C)(C)(C)OC(=O)NC1=CC=C(C=C1)NCC(=O)OCC (ethyl 2-(4-(tert-butoxycarbonylamino)phenylamino)acetate). Isolated yield 93.7%. As a reaction SMILES: [C:1]([NH:8][C:9]1[CH:14]=[CH:13][C:12]([NH2:15])=[CH:11][CH:10]=1)([O:3][C:4]([CH3:7])([CH3:6])[CH3:5])=[O:2].C(N(CC)C(C)C)(C)C.Br[CH2:26][C:27]([O:29][CH2:30][CH3:31])=[O:28]>C(Cl)Cl.CCOC(C)=O>[C:4]([O:3][C:1]([NH:8][C:9]1[CH:10]=[CH:11][C:12]([NH:15][CH2:26][C:27]([O:29][CH2:30][CH3:31])=[O:28])=[CH:13][CH:14]=1)=[O:2])([CH3:7])([CH3:6])[CH3:5]. Procedure details: Step A To a solution of N-Boc-1,4-phenylene diamine (Aldrich, 1.00 g, 4.82 mmol) in CH2Cl2 (12 ml) were added N,N-diisopropylethylamine (1.26 g, 9.76 mmol) and ethyl bromoacetate (Aldrich, 813 mg, 4.87 mmol). The mixture was allowed to stir at rt overnight and then taken up in EtOAc (300 ml) and washed with sat. aqueous Na2CO3, water and brine. The organic layer was dried over Na2SO4 and concentrated in vacuo to give ethyl 2-(4-(tert-butoxycarbonylamino)phenylamino)acetate as a light brown oil (... Starting materials: CO (methanol), O.O.Cl[Sn]Cl (SnCl2.2H2O), [NH4+].[Cl-] (NH4Cl), C([C@@H]1[C@H]([C@@H]([C@H]([C@H](O1)O[C@]2([C@H]([C@@H]([C@H](O2)CO)O)O)CO)O)O)O)O (sucrose), C([C@@H]1[C@H]([C@@H]([C@H]([C@H](O1)O[C@]2([C@H]([C@@H]([C@H](O2)CO)O)O)CO)O)O)O)O (sucrose). Solvent: O (water). Reaction conditions: temperature 130 celsius, time 1.5 hour. Product: C(C(O)C)(=O)OC (methyl lactate), C(C(O)C)(=O)O (lactic acid). RXN SMILES: O.O.Cl[Sn]Cl.[NH4+].[Cl-].CO.C(O)[C@H:11]1[O:16][C@H:15]([O:17][C@]2(CO)O[C@H](CO)[C@@H](O)[C@@H]2O)[C@H:14]([OH:29])[C@@H:13](O)[C@@H]1O>O>[C:15]([O:16][CH3:11])(=[O:17])[CH:14]([CH3:13])[OH:29].[C:15]([OH:17])(=[O:16])[CH:14]([CH3:13])[OH:29] |f:0.1.2,3.4|. Procedure: In the reaction, 100 g of SnCl2.2H2O and 200 g of NH4Cl were added into a reactor (inside volume 10.0 L) as catalyst. 3.0 kg of methanol was also added into the reactor. The reactor was sealed and heated to 130° C. under stirring. A solution of 0.500 kg sucrose in 0.800 kg water was pumped into the reactor with a flow of 10.0 mL/min to carry out the reaction. After pumping all of the sucrose solution into the reactor, the reaction was kept running for another 1.5 h to complete the reaction. The ... The reactants are BrC1=CC2=C(NC(S2)=O)C=C1 (6-bromo-3H-benzothiazol-2-one), N(=C=O)CCCCCC (1-isocyanatohexane). The solvent is O1CCOCC1 (dioxane). The product is BrC1=CC2=C(NC(S2)=O)C=C1.CCC(CCC)C(=O)N (6-Bromo-2-oxobenzothiazole 3-hexylcarboxamide). Reaction SMILES: [Br:1][C:2]1[CH:11]=[CH:10][C:5]2[NH:6][C:7](=[O:9])[S:8][C:4]=2[CH:3]=1.N([CH2:15][CH2:16][CH2:17][CH2:18][CH2:19][CH3:20])=C=O>O1CCOCC1>[Br:1][C:2]1[CH:11]=[CH:10][C:5]2[NH:6][C:7](=[O:9])[S:8][C:4]=2[CH:3]=1.[CH3:20][CH2:19][CH:18]([C:7]([NH2:6])=[O:9])[CH2:17][CH2:16][CH3:15] |f:3.4|. Reported procedure: 200 mg (0.869 mmol) of 6-bromo-3H-benzothiazol-2-one were reacted in analogy to Example 1 with 132.7 mg (1.04 mmol) of 1-isocyanatohexane in dioxane at 80° C. Yield: 185 mg (59%), M+H+: 357.1. Reactants: Cl (hydrochloric acid), FC1=CC=C(C=C1)C1=NN(C=C1CCC(=O)OCC)CC1=CC=C(C=C1)OCC=1N=C(OC1C)C1=CC=CC=C1 (ethyl 3-[3-(4-fluorophenyl)-1-[4-(5-methyl-2-phenyl-4-oxazolylmethoxy)benzyl]-1H-pyrazol-4-yl]propionate), [OH-].[Na+] (sodium hydroxide), C(C)O (ethanol). Run in O1CCCC1 (tetrahydrofuran). Conditions: time 1 hour. Yields the product FC1=CC=C(C=C1)C1=NN(C=C1CCC(=O)O)CC1=CC=C(C=C1)OCC=1N=C(OC1C)C1=CC=CC=C1 (3-[3-(4-fluorophenyl)-1-[4-(5-methyl-2-phenyl-4-oxazolylmethoxy)benzyl]-1H-pyrazol-4-yl]propionic acid). The yield is 69.6%. Reaction SMILES: [F:1][C:2]1[CH:7]=[CH:6][C:5]([C:8]2[C:12]([CH2:13][CH2:14][C:15]([O:17]CC)=[O:16])=[CH:11][N:10]([CH2:20][C:21]3[CH:26]=[CH:25][C:24]([O:27][CH2:28][C:29]4[N:30]=[C:31]([C:35]5[CH:40]=[CH:39][CH:38]=[CH:37][CH:36]=5)[O:32][C:33]=4[CH3:34])=[CH:23][CH:22]=3)[N:9]=2)=[CH:4][CH:3]=1.[OH-].[Na+].C(O)C.Cl>O1CCCC1>[F:1][C:2]1[CH:3]=[CH:4][C:5]([C:8]2[C:12]([CH2:13][CH2:14][C:15]([OH:17])=[O:16])=[CH:11][N:10]([CH2:20][C:21]3[CH:26]=[CH:25][C:24]([O:27][CH2:28][C:29]4[N:30]=[C:31]([C:35]5[CH:36]=[CH:37][CH:38]=[CH:39][CH:40]=5)[O:32][C:33]=4[CH3:34])=[CH:23][CH:22]=3)[N:9]=2)=[CH:6][CH:7]=1 |f:1.2|. Procedure details: A mixture of ethyl 3-[3-(4-fluorophenyl)-1-[4-(5-methyl-2-phenyl-4-oxazolylmethoxy)benzyl]-1H-pyrazol-4-yl]propionate (500 mg), 1N aqueous sodium hydroxide solution (2 ml), ethanol (3 ml), and tetrahydrofuran (5 ml) was stirred at room temperature for 1 hour. The reaction mixture was acidified with 1N hydrochloric acid, which was extracted with ethyl acetate. The ethyl acetate layer was washed with saturated aqueous sodium chloride solution, dried (MgSO4), then concentrated. The colorless crysta... The reactants are ClCCl, O=[Mn]=O, O, OO, C1=C(c2ccccc2)CCCC1, c1ccncc1. The product is c1ccc(C23CCCCC2O3)cc1. Reaction SMILES: [Cl:22][CH2:23][Cl:24].[O:25]=[Mn:26]=[O:27].[OH2:21].[OH:19][OH:20].[c:1]1([C:7]2=[CH:8][CH2:9][CH2:10][CH2:11][CH2:12]2)[cH:2][cH:3][cH:4][cH:5][cH:6]1.[cH:13]1[cH:14][cH:15][n:16][cH:17][cH:18]1>>[c:1]1([C:7]23[CH:8]([CH2:9][CH2:10][CH2:11][CH2:12]2)[O:19]3)[cH:2][cH:3][cH:4][cH:5][cH:6]1. Reactants: C(CCC)[Li] (butyl lithium), CNC(=O)C=1C(=NOC1C)C1=CC=CC=C1 (5-methyl-3-phenyl-isoxazole-4-carboxylic acid methylamide), CN1CCN(CC1)CC1=CC=C(C#N)C=C1 (4-(4-methyl-piperazin-1-ylmethyl)-benzonitrile). Solvent: O1CCCC1 (tetrahydrofuran), O1CCCC1 (THF). Reaction conditions: temperature -10 celsius, time 1 hour. The product is CN1C(C2=C(C=C1C1=CC=C(C=C1)CN1CCN(CC1)C)ON=C2C2=CC=CC=C2)=O (5-methyl-6-[4-(4-methyl-piperazin-1-ylmethyl)-phenyl]-3-phenyl-5H-isoxazolo[4,5-c]pyridin-4-one). Isolated yield 41.2%. Reaction SMILES: [CH3:1][NH:2][C:3]([C:5]1[C:6]([C:11]2[CH:16]=[CH:15][CH:14]=[CH:13][CH:12]=2)=[N:7][O:8][C:9]=1[CH3:10])=[O:4].C([Li])CCC.[CH3:22][N:23]1[CH2:28][CH2:27][N:26]([CH2:29][C:30]2[CH:37]=[CH:36][C:33]([C:34]#N)=[CH:32][CH:31]=2)[CH2:25][CH2:24]1>O1CCCC1>[CH3:1][N:2]1[C:34]([C:33]2[CH:32]=[CH:31][C:30]([CH2:29][N:26]3[CH2:25][CH2:24][N:23]([CH3:22])[CH2:28][CH2:27]3)=[CH:37][CH:36]=2)=[CH:10][C:9]2[O:8][N:7]=[C:6]([C:11]3[CH:16]=[CH:15][CH:14]=[CH:13][CH:12]=3)[C:5]=2[C:3]1=[O:4]. Reported procedure: In a 500 ml flask, 10.0 g (46.3 mmol) of 5-methyl-3-phenyl-isoxazole-4-carboxylic acid methylamide is suspended in 150 ml of tetrahydrofuran (THF) under argon. At −70° C. a solution of butyl lithium (63 ml, 1.6M in hexane, 101 mmol, 2.2 eq.) is slowly added. After 1 h at this temperature, the solution is warmed to −10° C. and a solution of 11.9 g (55.5 mmol, 1.2 eq.) of 4-(4-methyl-piperazin-1-ylmethyl)-benzonitrile in 80 ml of THF is slowly added. Under warming to room temperature, the red solu... Starting materials: Br (hydrogen bromide), ClC1=CC=C(C=C1)C=1N=NC(=CC1O)Cl (3-(4'-Chlorophenyl)-4-hydroxy-6-chloropyridazine), ClC1=CC=C(C=C1)C=1N=NC(=CC1O)Cl (3-(4'-Chlorophenyl)-4-hydroxy-6-chloropyridazine), P(=O)(Br)(Br)Br (phosphorus oxybromide). The solvent is C1(=CC=CC=C1)C (toluene), petroleum ether. Reaction conditions: time 1 hour. Product: ClC1=CC=C(C=C1)C=1N=NC(=CC1Br)Br (3-(4'-chlorophenyl)-4,6-dibromopyridazine). Yield: 86.1%. RXN SMILES: [Cl:1][C:2]1[CH:7]=[CH:6][C:5]([C:8]2[N:9]=[N:10][C:11](Cl)=[CH:12][C:13]=2O)=[CH:4][CH:3]=1.P(Br)(Br)([Br:18])=O.[BrH:21]>C1(C)C=CC=CC=1>[Cl:1][C:2]1[CH:7]=[CH:6][C:5]([C:8]2[N:9]=[N:10][C:11]([Br:18])=[CH:12][C:13]=2[Br:21])=[CH:4][CH:3]=1. Reported procedure: 3-(4'-Chlorophenyl)-4-hydroxy-6-chloropyridazine (Compound 1, 24.1 g, 0.09997 mol) was initially introduced into a reaction flask and a solution of phosphorus oxybromide (85.8 g, 0.3 mol) in toluene (150 ml) was added, and the reaction mixture was then stirred for one hour at room temperature. The mixture was then refluxed gently for three hours, during which process gaseous hydrogen bromide was given off. The mixture was decomposed on ice, which gave a pasty reaction product, which solidified o... The reactants are C1=CSC(=N1)N (aminothiazole), C(=O)(N1C=NC=C1)N1C=NC=C1 (carbonyldiimidazole), C1(CCCCC1)NC1CCCCC1 (Dicyclohexylamine). Run in C(C)(=O)OCC (ethyl acetate), ClCCl (dichloromethane). Reaction conditions: time 2 hour. The product is C1(CCCCC1)N(C(=O)NC=1SC=CN1)C1CCCCC1 (1,1-Dicyclohexyl-3-thiazol-2-yl-urea). As a reaction SMILES: [CH:1]1[N:5]=[C:4]([NH2:6])[S:3][CH:2]=1.[C:7](N1C=CN=C1)(N1C=CN=C1)=[O:8].[CH:19]1([NH:25][CH:26]2[CH2:31][CH2:30][CH2:29][CH2:28][CH2:27]2)[CH2:24][CH2:23][CH2:22][CH2:21][CH2:20]1>ClCCl.C(OCC)(=O)C>[CH:26]1([N:25]([CH:19]2[CH2:20][CH2:21][CH2:22][CH2:23][CH2:24]2)[C:7]([NH:6][C:4]2[S:3][CH:2]=[CH:1][N:5]=2)=[O:8])[CH2:27][CH2:28][CH2:29][CH2:30][CH2:31]1. Reported procedure: To a solution of aminothiazole (50 mg, 0.5 mmol) in dichloromethane was added carbonyldiimidazole (81 mg, 0.5 mmol) and the solution stirred 2 h at room temperature. Dicyclohexylamine (1 eq) was then added and the reaction stirred overnight at room temperature. The reaction mixture is then diluted with ethyl acetate (8 mL), washed successively with 10% sodiumhydrogensulphate (3 mL), water (3 mL), dried over magnesium sulphate, concentrated in vacuo, and the residue purified by HPLC (Gilson 1, X-... The reactants are [CH3], COc1cc2nc(C3CCNCC3CCc3ccccc3)n(C)c(=O)c2cc1OC, O=Cc1ccccc1. The product is COc1cc2nc(C3CCN(Cc4ccccc4)CC3CCc3ccccc3)n(C)c(=O)c2cc1OC. As a reaction SMILES: [CH3:1].[CH3:2][O:3][c:4]1[cH:5][c:6]2[c:7](=[O:31])[n:8]([CH3:30])[c:9]([CH:16]3[CH:17]([CH2:22][CH2:23][c:24]4[cH:25][cH:26][cH:27][cH:28][cH:29]4)[CH2:18][NH:19][CH2:20][CH2:21]3)[n:10][c:11]2[cH:12][c:13]1[O:14][CH3:15].[CH:32](=[O:33])[c:34]1[cH:35][cH:36][cH:37][cH:38][cH:39]1>>[CH3:2][O:3][c:4]1[cH:5][c:6]2[c:7](=[O:31])[n:8]([CH3:30])[c:9]([CH:16]3[CH:17]([CH2:22][CH2:23][c:24]4[cH:25][cH:26][cH:27][cH:28][cH:29]4)[CH2:18][N:19]([CH2:32][c:34]4[cH:35][cH:36][cH:37][cH:38][cH:39]4)[CH2:20][CH2:21]3)[n:10][c:11]2[cH:12][c:13]1[O:14][CH3:15].